From a dataset of the Open Reaction Database (ORD), a public repository of structured organic reaction records. describe an organic reaction: reactants, conditions, products, and yield Starting materials: BrCCCO (3-Bromopropanol), C1(C=2C(C(N1)=O)=CC=CC2)=O.[K] (potassium phthalimide), C([O-])([O-])=O.[K+].[K+] (potassium carbonate). Solvent: CN(C)C=O (DMF). Run at temperature 70 celsius, time 4 hour. The product is C1(C=2C(C(N1CCCO)=O)=CC=CC2)=O (3-phthalimidylpropanol). RXN SMILES: Br[CH2:2][CH2:3][CH2:4][OH:5].[C:6]1(=[O:16])[NH:10][C:9](=[O:11])[C:8]2=[CH:12][CH:13]=[CH:14][CH:15]=[C:7]12.[K].C(=O)([O-])[O-].[K+].[K+]>CN(C=O)C>[C:6]1(=[O:16])[N:10]([CH2:2][CH2:3][CH2:4][OH:5])[C:9](=[O:11])[C:8]2=[CH:12][CH:13]=[CH:14][CH:15]=[C:7]12 |f:1.2,3.4.5,^1:16|. Procedure details: 3-Bromopropanol (4.0 g, 28.78 mmol), potassium phthalimide (8.0 g, 43.17 mmol) and potassium carbonate (4.0 g, 28.78 mmol) were added to 20 mL DMF. The reaction mixture was stirred at 70° C. for 4 hours, quenched with water and extracted with ethyl acetate. The organic layer was washed with water, saturated NaCl solution and evaporated in vacuo to a solid which was crystallized in ethyl acetate (3.5 g, 67%). Reactants: CCOC(=O)CCCCBr, CCO, [Na], Oc1ccccc1C=Cc1ccccn1. The product is CCOC(=O)CCCCOc1ccccc1C=Cc1ccccn1. Reaction SMILES: [CH2:17]([CH3:18])[O:19][C:20]([CH2:21][CH2:22][CH2:23][CH2:24][Br:25])=[O:26].[CH3:27][CH2:28][OH:29].[Na:1].[n:2]1[c:3]([CH:8]=[CH:9][c:10]2[c:11]([OH:16])[cH:12][cH:13][cH:14][cH:15]2)[cH:4][cH:5][cH:6][cH:7]1>>[n:2]1[c:3]([CH:8]=[CH:9][c:10]2[c:11]([O:16][CH2:24][CH2:23][CH2:22][CH2:21][C:20]([O:19][CH2:17][CH3:18])=[O:26])[cH:12][cH:13][cH:14][cH:15]2)[cH:4][cH:5][cH:6][cH:7]1. Yields the product C(C)(C)(C)OC(=O)N1CC2=CC=CC=C2C[C@H]1C(NC1CCN(CC1)CC1=CC=CC=C1)=O (3-(S)-(1-Benzyl-piperidin-4-ylcarbamoyl)-3,4-dihydro-1H-isoquinoline-2-carboxylic acid tert-butyl ester). As a reaction SMILES: [CH3:1][C:2]([O:5][C:6]([N:8]1[C@H:17]([C:18]([OH:20])=O)[CH2:16][C:15]2[C:10](=[CH:11][CH:12]=[CH:13][CH:14]=2)[CH2:9]1)=[O:7])([CH3:4])[CH3:3].[NH2:21][CH:22]1[CH2:27][CH2:26][N:25]([CH2:28][C:29]2[CH:34]=[CH:33][CH:32]=[CH:31][CH:30]=2)[CH2:24][CH2:23]1>>[C:2]([O:5][C:6]([N:8]1[C@H:17]([C:18](=[O:20])[NH:21][CH:22]2[CH2:27][CH2:26][N:25]([CH2:28][C:29]3[CH:34]=[CH:33][CH:32]=[CH:31][CH:30]=3)[CH2:24][CH2:23]2)[CH2:16][C:15]2[C:10](=[CH:11][CH:12]=[CH:13][CH:14]=2)[CH2:9]1)=[O:7])([CH3:4])([CH3:3])[CH3:1]. The reactants are CC(C)(C)OC(=O)N1CC2=CC=CC=C2C[C@H]1C(=O)O (N-Boc-L-1,2,3,4-tetrahydroisoquinoline-3-carboxylic acid), NC1CCN(CC1)CC1=CC=CC=C1 (4-amino-1-benzylpiperidine). Reported procedure: Compound 1c was prepared from N-Boc-L-1,2,3,4-tetrahydroisoquinoline-3-carboxylic acid and 4-amino-1-benzylpiperidine, using the method described in Example 1. The reactants are Cl, NO, NO, [Na+], [Na+], O=C([O-])[O-], C1CCOC1, Cc1ccc(S(=O)(=O)C2=NC3C=CC2C3)cc1. Product: ON=C1NC2C=CC1C2. As a reaction SMILES: [ClH:3].[NH2:1][OH:2].[NH2:4][OH:5].[Na+:6].[Na+:7].[O-:8][C:9](=[O:10])[O-:11].[O:29]1[CH2:30][CH2:31][CH2:32][CH2:33]1.[S:12]([c:13]1[cH:14][cH:15][c:16]([CH3:17])[cH:18][cH:19]1)(=[O:20])(=[O:21])[C:22]1=[N:23][CH:24]2[CH:25]=[CH:26][CH:27]1[CH2:28]2>>[N:1]([OH:2])=[C:22]1[NH:23][CH:24]2[CH:25]=[CH:26][CH:27]1[CH2:28]2.